Dataset: the Open Reaction Database (ORD), a public repository of structured organic reaction records. Task: describe an organic reaction: reactants, conditions, products, and yield Starting materials: ClC=1C=C(C=CC1)CC(=O)N(C1CCC(CC1)NC1=NC=NC=2SC=3CCCC3C12)C (2-(3-chlorophenyl)-N-methyl-N-[4-([7-thia-9,11-diazatricyclo[6.4.0.0^[2,6]]dodeca-1(8),2(6),9,11-tetraen-12-yl]amino)cyclohexyl]acetamide), [H-].[H-].[H-].[H-].[Al+3].[Li+] (lithium aluminium tetrahydride). Solvent: O1CCCC1 (tetrahydrofuran), O1CCCC1 (tetrahydrofuran). Reaction conditions: temperature 2.5 celsius, time 2 minute. The product is ClC=1C=C(C=CC1)CCN(C1CCC(CC1)NC1=NC=NC=2SC=3CCCC3C12)C (1-N-[2-(3-chlorophenyl)ethyl]-1-N-methyl-4-N-[7-thia-9,11-diazatricyclo[6.4.0.0^[2,6]]dodeca-1(8),2(6),9,11-tetraen-12-yl]cyclohexane-1,4-diamine). The yield is 5.8%. Reaction SMILES: [Cl:1][C:2]1[CH:3]=[C:4]([CH2:8][C:9]([N:11]([CH3:31])[CH:12]2[CH2:17][CH2:16][CH:15]([NH:18][C:19]3[C:30]4[C:29]5[CH2:28][CH2:27][CH2:26][C:25]=5[S:24][C:23]=4[N:22]=[CH:21][N:20]=3)[CH2:14][CH2:13]2)=O)[CH:5]=[CH:6][CH:7]=1.[H-].[H-].[H-].[H-].[Al+3].[Li+]>O1CCCC1>[Cl:1][C:2]1[CH:3]=[C:4]([CH2:8][CH2:9][N:11]([CH3:31])[CH:12]2[CH2:13][CH2:14][CH:15]([NH:18][C:19]3[C:30]4[C:29]5[CH2:28][CH2:27][CH2:26][C:25]=5[S:24][C:23]=4[N:22]=[CH:21][N:20]=3)[CH2:16][CH2:17]2)[CH:5]=[CH:6][CH:7]=1 |f:1.2.3.4.5.6|. Procedure: A solution of Compound I-102 (364 mg, 0.80 mmol, 1.00 equiv) in tetrahydrofuran (30 mL) was added dropwise into a solution of lithium aluminium tetrahydride (152 mg, 4.01 mmol, 5.00 equiv) in tetrahydrofuran (20 mL) with stirring at 0-5° C. The resulting solution was stirred for 5 h at 80° C. in an oil bath. The reaction was then quenched by the addition of 5 mL of water. The solids were filtered off. The filtrate was extracted with 3×100 mL of dichloromethane and the organic layers combined and... The reactants are CCOC(C)=O, CCCc1ccc(C#Cc2ccc(CN(Cc3ccc(C(F)(F)F)cc3)C(=O)C(=O)O)cc2)cc1. Product: CCCc1ccc(CCc2ccc(CN(Cc3ccc(C(F)(F)F)cc3)C(=O)C(=O)O)cc2)cc1. RXN SMILES: [CH3:36][CH2:37][O:38][C:39]([CH3:40])=[O:41].[O:1]=[C:2]([C:3](=[O:4])[OH:5])[N:6]([CH2:7][c:8]1[cH:9][cH:10][c:11]([C:14]([F:15])([F:16])[F:17])[cH:12][cH:13]1)[CH2:18][c:19]1[cH:20][cH:21][c:22]([C:25]#[C:26][c:27]2[cH:28][cH:29][c:30]([CH2:33][CH2:34][CH3:35])[cH:31][cH:32]2)[cH:23][cH:24]1>>[O:1]=[C:2]([C:3](=[O:4])[OH:5])[N:6]([CH2:7][c:8]1[cH:9][cH:10][c:11]([C:14]([F:15])([F:16])[F:17])[cH:12][cH:13]1)[CH2:18][c:19]1[cH:20][cH:21][c:22]([CH2:25][CH2:26][c:27]2[cH:28][cH:29][c:30]([CH2:33][CH2:34][CH3:35])[cH:31][cH:32]2)[cH:23][cH:24]1. The reactants are CCOC(=O)C1CCN(c2cc(-c3c(-c4ccco4)nc(N)nc3-c3ccco3)ccn2)CC1, CO, [Na+], [OH-]. Yields the product Nc1nc(-c2ccco2)c(-c2ccnc(N3CCC(C(=O)O)CC3)c2)c(-c2ccco2)n1. Reaction SMILES: [CH2:1]([CH3:2])[O:3][C:4](=[O:5])[CH:6]1[CH2:7][CH2:8][N:9]([c:12]2[n:13][cH:14][cH:15][c:16](-[c:18]3[c:19](-[c:30]4[o:31][cH:32][cH:33][cH:34]4)[n:20][c:21]([NH2:29])[n:22][c:23]3-[c:24]3[o:25][cH:26][cH:27][cH:28]3)[cH:17]2)[CH2:10][CH2:11]1.[CH3:37][OH:38].[Na+:36].[OH-:35]>>[O:3]=[C:4]([OH:5])[CH:6]1[CH2:7][CH2:8][N:9]([c:12]2[n:13][cH:14][cH:15][c:16](-[c:18]3[c:19](-[c:30]4[o:31][cH:32][cH:33][cH:34]4)[n:20][c:21]([NH2:29])[n:22][c:23]3-[c:24]3[o:25][cH:26][cH:27][cH:28]3)[cH:17]2)[CH2:10][CH2:11]1. The reactants are Cc1nccc(Br)c1C, O=C([O-])[O-], COC(=O)C(Cc1ccc(B2OC(C)(C)C(C)(C)O2)cc1)NC(=O)OC(C)(C)C, Cc1ccccc1, [Na+], [Na+], O, c1ccc(P(c2ccccc2)(c2ccccc2)[Pd](P(c2ccccc2)(c2ccccc2)c2ccccc2)(P(c2ccccc2)(c2ccccc2)c2ccccc2)P(c2ccccc2)(c2ccccc2)c2ccccc2)cc1. Product: COC(=O)C(Cc1ccc(-c2ccnc(C)c2C)cc1)NC(=O)OC(C)(C)C. Reaction SMILES: [Br:30][c:31]1[c:32]([CH3:38])[c:33]([CH3:37])[n:34][cH:35][cH:36]1.[C:39](=[O:40])([O-:41])[O-:42].[CH3:1][O:2][C:3]([CH:4]([CH2:5][c:6]1[cH:7][cH:8][c:9]([B:12]2[O:13][C:14]([CH3:15])([CH3:16])[C:17]([CH3:18])([CH3:19])[O:20]2)[cH:10][cH:11]1)[NH:21][C:22](=[O:23])[O:24][C:25]([CH3:26])([CH3:27])[CH3:28])=[O:29].[CH3:45][c:46]1[cH:47][cH:48][cH:49][cH:50][cH:51]1.[Na+:43].[Na+:44].[OH2:52].[cH:53]1[cH:54][cH:55][c:56]([P:57]([Pd:58]([P:59]([c:60]2[cH:61][cH:62][cH:63][cH:64][cH:65]2)([c:66]2[cH:67][cH:68][cH:69][cH:70][cH:71]2)[c:72]2[cH:73][cH:74][cH:75][cH:76][cH:77]2)([P:78]([c:79]2[cH:80][cH:81][cH:82][cH:83][cH:84]2)([c:85]2[cH:86][cH:87][cH:88][cH:89][cH:90]2)[c:91]2[cH:92][cH:93][cH:94][cH:95][cH:96]2)[P:97]([c:98]2[cH:99][cH:100][cH:101][cH:102][cH:103]2)([c:104]2[cH:105][cH:106][cH:107][cH:108][cH:109]2)[c:110]2[cH:111][cH:112][cH:113][cH:114][cH:115]2)([c:116]2[cH:117][cH:118][cH:119][cH:120][cH:121]2)[c:122]2[cH:123][cH:124][cH:125][cH:126][cH:127]2)[cH:128][cH:129]1>>[CH3:1][O:2][C:3]([CH:4]([CH2:5][c:6]1[cH:7][cH:8][c:9](-[c:31]2[c:32]([CH3:38])[c:33]([CH3:37])[n:34][cH:35][cH:36]2)[cH:10][cH:11]1)[NH:21][C:22](=[O:23])[O:24][C:25]([CH3:26])([CH3:27])[CH3:28])=[O:29]. Starting materials: COC(=O)c1ccc(OCC2(O)CCN(Cc3ccccc3)CC2)cc1, CO. Product: COC(=O)c1ccc(OCC2(O)CCNCC2)cc1. Reaction SMILES: [CH2:1]([c:2]1[cH:3][cH:4][cH:5][cH:6][cH:7]1)[N:8]1[CH2:9][CH2:10][C:11]([OH:14])([CH2:15][O:16][c:17]2[cH:18][cH:19][c:20]([C:23](=[O:24])[O:25][CH3:26])[cH:21][cH:22]2)[CH2:12][CH2:13]1.[CH3:27][OH:28]>>[NH:8]1[CH2:9][CH2:10][C:11]([OH:14])([CH2:15][O:16][c:17]2[cH:18][cH:19][c:20]([C:23](=[O:24])[O:25][CH3:26])[cH:21][cH:22]2)[CH2:12][CH2:13]1. Starting materials: OC1=C(C=C2C(=NC=NC2=C1)OC=1C=C2C=C(NC2=CC1)C)OC (7-hydroxy-6-methoxy-4-(2-methylindol-5-yloxy)quinazoline), C([O-])([O-])=O.[K+].[K+] (potassium carbonate), 1-methyl-2-oxopiperidin-4-yOmethyl-4-toluene sulphonate, CN(C)C=O (DMF). The solvent is CC(=O)C (acetone). The product is COC=1C=C2C(=NC=NC2=CC1OCC1CC(N(CC1)C)=O)OC=1C=C2C=C(NC2=CC1)C (6-methoxy-4-(2-methylindol-5-yloxy)-7-(1-methyl-2-oxopiperidin-4-ylmethoxy)quinazoline). Isolated yield 17.0%. Reaction SMILES: [OH:1][C:2]1[CH:11]=[C:10]2[C:5]([C:6]([O:12][C:13]3[CH:14]=[C:15]4[C:19](=[CH:20][CH:21]=3)[NH:18][C:17]([CH3:22])=[CH:16]4)=[N:7][CH:8]=[N:9]2)=[CH:4][C:3]=1[O:23][CH3:24].C(=O)([O-])[O-].[K+].[K+].[CH3:31][N:32]([CH:34]=[O:35])[CH3:33]>CC(C)=O>[CH3:24][O:23][C:3]1[CH:4]=[C:5]2[C:10](=[CH:11][C:2]=1[O:1][CH2:4][CH:5]1[CH2:10][CH2:31][N:32]([CH3:33])[C:34](=[O:35])[CH2:6]1)[N:9]=[CH:8][N:7]=[C:6]2[O:12][C:13]1[CH:14]=[C:15]2[C:19](=[CH:20][CH:21]=1)[NH:18][C:17]([CH3:22])=[CH:16]2 |f:1.2.3|. Procedure details: A mixture of 7-hydroxy-6-methoxy-4-(2-methylindol-5-yloxy)quinazoline (280 mg, 0.87 mmol), (prepared as described in Example 49), potassium carbonate (370 mg, 2.68 mmol) and 4-(1-methyl-2-oxopiperidin-4-yOmethyl-4-toluene sulphonate (260 mg, 0.87 mmol) in DMF (8 ml) was stirred at 95° C. for 4 hours and allowed to cool to ambient temperature. The reaction mixture was diluted with acetone, filtered and the filtrate evaporated ‘in vacuo’ to give a residue which was purified by column chromatograph... The reactants are COc1ccccc1Oc1c(NS(=O)(=O)c2ccc(C(C)(C)C)cc2)nc(N2CCOCC2)nc1OCCC(=O)O, CO, O, O=S(=O)(O)O. Product: COC(=O)CCOc1nc(N2CCOCC2)nc(NS(=O)(=O)c2ccc(C(C)(C)C)cc2)c1Oc1ccccc1OC. As a reaction SMILES: [C:8]([CH3:9])([CH3:10])([CH3:11])[c:12]1[cH:13][cH:14][c:15]([S:18](=[O:19])(=[O:20])[NH:21][c:22]2[c:23]([O:40][c:41]3[c:42]([O:47][CH3:48])[cH:43][cH:44][cH:45][cH:46]3)[c:24]([O:34][CH2:35][CH2:36][C:37](=[O:38])[OH:39])[n:25][c:26]([N:28]3[CH2:29][CH2:30][O:31][CH2:32][CH2:33]3)[n:27]2)[cH:16][cH:17]1.[CH3:1][OH:2].[OH2:49].[S:3](=[O:4])(=[O:5])([OH:6])[OH:7]>>[CH3:1][O:39][C:37]([CH2:36][CH2:35][O:34][c:24]1[c:23]([O:40][c:41]2[c:42]([O:47][CH3:48])[cH:43][cH:44][cH:45][cH:46]2)[c:22]([NH:21][S:18]([c:15]2[cH:14][cH:13][c:12]([C:8]([CH3:9])([CH3:10])[CH3:11])[cH:17][cH:16]2)(=[O:19])=[O:20])[n:27][c:26]([N:28]2[CH2:29][CH2:30][O:31][CH2:32][CH2:33]2)[n:25]1)=[O:38]. Starting materials: N[C@@H](CCC1=CC=C(C=C1)NS(=O)(=O)C=1C=2C=CN=CC2C=CC1)CO (Isoquinoline-5-sulfonic acid [4-((S)-3-amino-4-hydroxy-butyl)-phenyl]-amide), C(C)(=O)[O-].[Na+] (sodium acetate), N (ammonia), N#CBr (cyanogen bromide). Run in CO (methanol), CO (methanol). Reaction conditions: time 36 hour. The product is NC=1OC[C@@H](N1)CCC1=CC=C(C=C1)NS(=O)(=O)C=1C=2C=CN=CC2C=CC1 (isoquinoline-5-sulfonic acid {4-[2-((S)-2-amino-4,5-dihydro-oxazol-4-yl)-ethyl]-phenyl}-amide). The yield is 6.7%. Reaction SMILES: [NH2:1][C@H:2]([CH2:25][OH:26])[CH2:3][CH2:4][C:5]1[CH:10]=[CH:9][C:8]([NH:11][S:12]([C:15]2[C:16]3[CH:17]=[CH:18][N:19]=[CH:20][C:21]=3[CH:22]=[CH:23][CH:24]=2)(=[O:14])=[O:13])=[CH:7][CH:6]=1.C([O-])(=O)C.[Na+].[N:32]#[C:33]Br.N>CO>[NH2:32][C:33]1[O:26][CH2:25][C@H:2]([CH2:3][CH2:4][C:5]2[CH:10]=[CH:9][C:8]([NH:11][S:12]([C:15]3[C:16]4[CH:17]=[CH:18][N:19]=[CH:20][C:21]=4[CH:22]=[CH:23][CH:24]=3)(=[O:14])=[O:13])=[CH:7][CH:6]=2)[N:1]=1 |f:1.2|. Reported procedure: Isoquinoline-5-sulfonic acid [4-((S)-3-amino-4-hydroxy-butyl)-phenyl]-amide (109 mg) was dissolved in methanol (3 ml) at room temperature before addition of sodium acetate (72.2 mg) and a solution of cyanogen bromide (40.4 mg) in methanol (1 ml) dropwise. The reaction mixture was stirred at room temperature for 36 hours, then aqueous ammonia 25% was added (55 μl) and stirring was continued for an another hour. The solvent was evaporated in vacuo and the residue purified by Isco chromatography (c... Reactants: O=C(c1ncc[nH]1)c1ncc[nH]1, CCOC(=O)C(CC)Cc1ccc(N)cc1, C1CCOC1, O=C(O)Cc1ccc(-n2cccc2)cc1. Product: CCOC(=O)C(CC)Cc1ccc(NC(=O)Cc2ccc(-n3cccc3)cc2)cc1. As a reaction SMILES: [C:16]([c:17]1[nH:18][cH:19][cH:20][n:21]1)([c:22]1[nH:23][cH:24][cH:25][n:26]1)=[O:27].[CH2:28]([CH3:29])[O:30][C:31]([CH:32]([CH2:33][CH3:34])[CH2:35][c:36]1[cH:37][cH:38][c:39]([NH2:42])[cH:40][cH:41]1)=[O:43].[CH2:44]1[O:45][CH2:46][CH2:47][CH2:48]1.[n:1]1(-[c:6]2[cH:7][cH:8][c:9]([CH2:12][C:13](=[O:14])[OH:15])[cH:10][cH:11]2)[cH:2][cH:3][cH:4][cH:5]1>>[n:1]1(-[c:6]2[cH:7][cH:8][c:9]([CH2:12][C:13](=[O:15])[NH:42][c:39]3[cH:38][cH:37][c:36]([CH2:35][CH:32]([C:31]([O:30][CH2:28][CH3:29])=[O:43])[CH2:33][CH3:34])[cH:41][cH:40]3)[cH:10][cH:11]2)[cH:2][cH:3][cH:4][cH:5]1. The reactants are FC(OC1=C2C(=C(C=3C(N(CC13)C1=C(C=C(C=C1)CC(=O)OCC)F)=O)OCC)C=CC=C2)F (Ethyl {-4-[4-[(difluoromethyl)oxy]-9-(ethyloxy)-1-oxo-1,3-dihydro-2H-benzo[f]isoindol-2-yl]-3-fluorophenyl}acetate), C(C)(=O)O (acetic acid), Cl (hydrochloric acid). The solvent is O (water). The product is FC(OC1=C2C(=C(C=3C(N(CC13)C1=C(C=C(C=C1)CC(=O)O)F)=O)OCC)C=CC=C2)F ({4-[4-[(Difluoromethyl)oxy]-9-(ethyloxy)-1-oxo-1,3-dihydro-2H-benzo[f]isoindol-2-yl]-3-fluorophenyl}acetic acid). Isolated yield 85.8%. As a reaction SMILES: [F:1][CH:2]([F:34])[O:3][C:4]1[C:12]2[CH2:11][N:10]([C:13]3[CH:18]=[CH:17][C:16]([CH2:19][C:20]([O:22]CC)=[O:21])=[CH:15][C:14]=3[F:25])[C:9](=[O:26])[C:8]=2[C:7]([O:27][CH2:28][CH3:29])=[C:6]2[CH:30]=[CH:31][CH:32]=[CH:33][C:5]=12.C(O)(=O)C.Cl>O>[F:34][CH:2]([F:1])[O:3][C:4]1[C:12]2[CH2:11][N:10]([C:13]3[CH:18]=[CH:17][C:16]([CH2:19][C:20]([OH:22])=[O:21])=[CH:15][C:14]=3[F:25])[C:9](=[O:26])[C:8]=2[C:7]([O:27][CH2:28][CH3:29])=[C:6]2[CH:30]=[CH:31][CH:32]=[CH:33][C:5]=12. Reported procedure: Ethyl {-4-[4-[(difluoromethyl)oxy]-9-(ethyloxy)-1-oxo-1,3-dihydro-2H-benzo[f]isoindol-2-yl]-3-fluorophenyl}acetate (0.60 g, 1.27 mmol) was heated to 100° C. in a 1:1 mixture of acetic acid:2N aqueous hydrochloric acid (20 ml) for 50 minutes. The reaction was cooled to room temperature. On addition of water, the resulting white solid was collected by filtration, washed with water and dried under vacuum to give the title compound (0.516 g, 1.09 mmol).